From a dataset of the Open Reaction Database (ORD), a public repository of structured organic reaction records. describe an organic reaction: reactants, conditions, products, and yield The reactants are O1C(OCCC1)C1=CC(=C(C=C1)C=1SC2=C(N1)C=CC(=C2)C2(CC2)C2=CC=CC=C2)F (2-(4-(1,3-dioxan-2-yl)-2-fluorophenyl)-6-(1-phenylcyclopropyl)-benzo[d]thiazole), Cl (HCl). Run in C1CCOC1 (THF). Reaction conditions: temperature 70 celsius. Product: FC=1C=C(C=O)C=CC1C=1SC2=C(N1)C=CC(=C2)C2(CC2)C2=CC=CC=C2 (3-fluoro-4-(6-(1-phenylcyclopropyl)-benzo[d]thiazol-2-yl)benzaldehyde). As a reaction SMILES: [O:1]1CCCO[CH:2]1[C:7]1[CH:12]=[CH:11][C:10]([C:13]2[S:14][C:15]3[CH:21]=[C:20]([C:22]4([C:25]5[CH:30]=[CH:29][CH:28]=[CH:27][CH:26]=5)[CH2:24][CH2:23]4)[CH:19]=[CH:18][C:16]=3[N:17]=2)=[C:9]([F:31])[CH:8]=1.Cl>C1COCC1>[F:31][C:9]1[CH:8]=[C:7]([CH:12]=[CH:11][C:10]=1[C:13]1[S:14][C:15]2[CH:21]=[C:20]([C:22]3([C:25]4[CH:26]=[CH:27][CH:28]=[CH:29][CH:30]=4)[CH2:23][CH2:24]3)[CH:19]=[CH:18][C:16]=2[N:17]=1)[CH:2]=[O:1]. Reported procedure: A mixture of 2-(4-(1,3-dioxan-2-yl)-2-fluorophenyl)-6-(1-phenylcyclopropyl)-benzo[d]thiazole (0.061 g, 0.14 mmol) and 5N HCl (3.50 mL, 0.14 mmol) in THF (7.0 mL) was heated to 70° C. for 3 h. The reaction was cooled and concentrated in vacuo, placed in an ice bath, and basified with 5 N aq. NaOH. The solid was collected by filtration, rinsed with water and MeOH, and was dried in vacuo to afford 3-fluoro-4-(6-(1-phenylcyclopropyl)-benzo[d]thiazol-2-yl)benzaldehyde. MS (ESI) m/z: Calculated: 373.1...